From a dataset of the Open Reaction Database (ORD), a public repository of structured organic reaction records. describe an organic reaction: reactants, conditions, products, and yield Reactants: CCO, COC(=O)C1CC1c1ccc(C2CCCCC2)cc1, NN, O. Product: NNC(=O)C1CC1c1ccc(C2CCCCC2)cc1. RXN SMILES: [CH3:23][CH2:24][OH:25].[CH:1]1([c:7]2[cH:8][cH:9][c:10]([CH:13]3[CH:14]([C:16]([O:18][CH3:17])=[O:19])[CH2:15]3)[cH:11][cH:12]2)[CH2:2][CH2:3][CH2:4][CH2:5][CH2:6]1.[NH2:21][NH2:22].[OH2:20]>>[CH:1]1([c:7]2[cH:8][cH:9][c:10]([CH:13]3[CH:14]([C:16](=[O:18])[NH:21][NH2:22])[CH2:15]3)[cH:11][cH:12]2)[CH2:2][CH2:3][CH2:4][CH2:5][CH2:6]1. The reactants are CCn1cc(C(=O)O)c(=O)c2cc(Br)c(Cl)cc21, CN1CCNCC1, CS(C)=O, O. Product: CCn1cc(C(=O)O)c(=O)c2cc(Br)c(N3CCN(C)CC3)cc21. As a reaction SMILES: [Br:1][c:2]1[cH:3][c:4]2[c:5](=[O:18])[c:6]([C:15](=[O:16])[OH:17])[cH:7][n:8]([CH2:13][CH3:14])[c:9]2[cH:10][c:11]1[Cl:12].[CH3:19][N:20]1[CH2:21][CH2:22][NH:23][CH2:24][CH2:25]1.[CH3:26][S:27]([CH3:28])=[O:29].[OH2:30]>>[Br:1][c:2]1[cH:3][c:4]2[c:5](=[O:18])[c:6]([C:15](=[O:16])[OH:17])[cH:7][n:8]([CH2:13][CH3:14])[c:9]2[cH:10][c:11]1[N:23]1[CH2:22][CH2:21][N:20]([CH3:19])[CH2:25][CH2:24]1. The reactants are COC([C@H]([C@@H](C)OC(F)F)NC(=O)OC)=O ((2S,3R)-methyl-3-(difluoromethoxy)-2-(methoxycarbonylamino)butanoate), [OH-].C[Sn+](C)C (trimethyltin hydroxide). Run in C(C)(=O)OCC (ethyl acetate), ClC(C)Cl (dichloroethane). Reaction conditions: temperature 80 celsius. Product: FC(O[C@@H]([C@@H](C(=O)O)NC(=O)OC)C)F ((2S,3R)-3-(difluoromethoxy)-2-(methoxycarbonylamino)butanoic acid). Reaction SMILES: C[O:2][C:3](=[O:16])[C@@H:4]([NH:11][C:12]([O:14][CH3:15])=[O:13])[C@H:5]([O:7][CH:8]([F:10])[F:9])[CH3:6].[OH-].C[Sn+](C)C>ClC(Cl)C.C(OCC)(=O)C>[F:9][CH:8]([F:10])[O:7][C@H:5]([CH3:6])[C@H:4]([NH:11][C:12]([O:14][CH3:15])=[O:13])[C:3]([OH:16])=[O:2] |f:1.2|. Procedure details: To a solution of (2S,3R)-methyl-3-(difluoromethoxy)-2-(methoxycarbonylamino)butanoate (265 mg, 1.1 mmol) in dichloroethane (10 mL) was added trimethyltin hydroxide (1 g, 5.5 mmol) and the resulting mixture was heated to 80° C. for 1 hour. The reaction was cooled to room temperature, diluted with ethyl acetate, washed twice with 5% aqueous HCl solution and brine, dried (MgSO4) and concentrated. The resulting crude material (209 mg, 84%) was used without further purification. Reactants: CC(C)(OC(=O)NCC1=CC=C(C=C1)CCC(=O)O)C (4-[[[(1,1-dimethylethoxy)carbonyl]amino]methyl]benzene propanoic acid), N,N'-carbonyldiimidazole, C([O-])([O-])=O.[NH4+].[NH4+] (ammonium carbonate). Product: CC(C)(OC(=O)NCC1=CC=C(C=C1)CCC(=O)N)C (4-[[[(1,1-Dimethylethoxy)carbonyl]amino]methyl]benzene propanamide). Yield: 84.0%. Reaction SMILES: [CH3:1][C:2]([CH3:20])([O:4][C:5]([NH:7][CH2:8][C:9]1[CH:14]=[CH:13][C:12]([CH2:15][CH2:16][C:17](O)=[O:18])=[CH:11][CH:10]=1)=[O:6])[CH3:3].C(=O)([O-])[O-].[NH4+:25].[NH4+]>>[CH3:1][C:2]([CH3:20])([O:4][C:5]([NH:7][CH2:8][C:9]1[CH:14]=[CH:13][C:12]([CH2:15][CH2:16][C:17]([NH2:25])=[O:18])=[CH:11][CH:10]=1)=[O:6])[CH3:3] |f:1.2.3|. Procedure: Prepared analogously to Example 63a) from 4-[[[(1,1-dimethylethoxy)carbonyl]amino]methyl]benzene propanoic acid, N,N'-carbonyldiimidazole and ammonium carbonate in a yield of 84% of theory. Colourless crystals, which were used in the following step without purification. The reactants are N1=CC=CC=2CCCC(C12)O (5,6,7,8-tetrahydroquinolin-8-ol), CS(=O)(=O)Cl (methanesulfonyl chloride). The reagents and catalysts are CN(C1=CC=NC=C1)C (4-(dimethylamino)pyridine). The solvent is ClCCl (dichloromethane), O (water). Conditions: time 8 hour. Product: CS(=O)(=O)OC1CCCC=2C=CC=NC12 (5,6,7,8-Tetrahydroquinolin-8-yl methanesulfonate). As a reaction SMILES: [N:1]1[C:10]2[CH:9]([OH:11])[CH2:8][CH2:7][CH2:6][C:5]=2[CH:4]=[CH:3][CH:2]=1.[CH3:12][S:13](Cl)(=[O:15])=[O:14]>CN(C)C1C=CN=CC=1.ClCCl.O>[CH3:12][S:13]([O:11][CH:9]1[C:10]2[N:1]=[CH:2][CH:3]=[CH:4][C:5]=2[CH2:6][CH2:7][CH2:8]1)(=[O:15])=[O:14]. Procedure: To a stirred solution of 2.0 g (13 mmol) of 5,6,7,8-tetrahydroquinolin-8-ol and 3.3 g (27 mmol) of 4-(dimethylamino)pyridine in 30 mL of dichloromethane was added 1.3 mL (16 mmol) of methanesulfonyl chloride under an atmosphere of nitrogen. The reaction mixture was stirred for 8 h and then diluted with 30 mL water. The aqueous phase was then extracted with dichloromethane (3×30 mL) and the combined organics were dried over magnesium sulfate, filtered and evaporated in vacuo to afford the title c...